This data is from the Open Reaction Database (ORD), a public repository of structured organic reaction records. The task is: describe an organic reaction: reactants, conditions, products, and yield Starting materials: C1(CC1)C=1C2=C(N=CN1)NC=C2 (4-cyclopropyl-7H-pyrrolo[2,3-d]pyrimidine), FC1=C(C=CC(=C1C=O)F)NS(=O)(=O)C1=CC=C(C=C1)C(F)(F)F (N-(2,4-difluoro-3-formyl-phenyl)-4-trifluoromethyl-benzenesulfonamide). Yields the product C1(CC1)C=1C2=C(N=CN1)NC=C2C(C=2C(=C(C=CC2F)NS(=O)(=O)C2=CC=C(C=C2)C(F)(F)F)F)O (N-{3-[(4-cyclopropyl-7H-pyrrolo[2,3-d]pyrimidin-5-yl)-hydroxy-methyl]-2,4-difluoro-phenyl}-4-trifluoromethyl-benzenesulfonamide). RXN SMILES: [CH:1]1([C:4]2[C:5]3[CH:12]=[CH:11][NH:10][C:6]=3[N:7]=[CH:8][N:9]=2)[CH2:3][CH2:2]1.[F:13][C:14]1[C:19]([CH:20]=[O:21])=[C:18]([F:22])[CH:17]=[CH:16][C:15]=1[NH:23][S:24]([C:27]1[CH:32]=[CH:31][C:30]([C:33]([F:36])([F:35])[F:34])=[CH:29][CH:28]=1)(=[O:26])=[O:25]>>[CH:1]1([C:4]2[C:5]3[C:12]([CH:20]([OH:21])[C:19]4[C:14]([F:13])=[C:15]([NH:23][S:24]([C:27]5[CH:28]=[CH:29][C:30]([C:33]([F:36])([F:35])[F:34])=[CH:31][CH:32]=5)(=[O:26])=[O:25])[CH:16]=[CH:17][C:18]=4[F:22])=[CH:11][NH:10][C:6]=3[N:7]=[CH:8][N:9]=2)[CH2:3][CH2:2]1. Procedure details: 4-cyclopropyl-7H-pyrrolo[2,3-d]pyrimidine (44) was reacted with N-(2,4-difluoro-3-formyl-phenyl)-4-trifluoromethyl-benzenesulfonamide (10) similarly to the protocol of Example 4, Scheme 2, Step 1.